From a dataset of the Open Reaction Database (ORD), a public repository of structured organic reaction records. describe an organic reaction: reactants, conditions, products, and yield The reactants are C[O-], CO, O=C(O)c1ccc(C(F)(F)F)nc1Cl, Cl, [Na+], O. The product is COc1nc(C(F)(F)F)ccc1C(=O)O. RXN SMILES: [CH3:15][O-:16].[CH3:20][OH:21].[Cl:1][c:2]1[c:3]([C:4](=[O:5])[OH:6])[cH:7][cH:8][c:9]([C:11]([F:12])([F:13])[F:14])[n:10]1.[ClH:19].[Na+:17].[OH2:18]>>[c:2]1([O:16][CH3:15])[c:3]([C:4](=[O:5])[OH:6])[cH:7][cH:8][c:9]([C:11]([F:12])([F:13])[F:14])[n:10]1. Reactants: CC(C)(C)OC(=O)CN(c1ccc2c(c1)CCN2C(=O)Nc1ccccc1)S(=O)(=O)c1cc(Cl)cc(Cl)c1, ClCCl, O=C(O)C(F)(F)F. Product: O=C(O)CN(c1ccc2c(c1)CCN2C(=O)Nc1ccccc1)S(=O)(=O)c1cc(Cl)cc(Cl)c1. As a reaction SMILES: [Cl:1][c:2]1[cH:3][c:4]([S:9](=[O:10])(=[O:11])[N:12]([c:13]2[cH:14][c:15]3[c:19]([cH:20][cH:21]2)[N:18]([C:22]([NH:23][c:24]2[cH:25][cH:26][cH:27][cH:28][cH:29]2)=[O:30])[CH2:17][CH2:16]3)[CH2:31][C:32](=[O:33])[O:34][C:35]([CH3:36])([CH3:37])[CH3:38])[cH:5][c:6]([Cl:8])[cH:7]1.[Cl:46][CH2:47][Cl:48].[OH:39][C:40]([C:41]([F:42])([F:43])[F:44])=[O:45]>>[Cl:1][c:2]1[cH:3][c:4]([S:9](=[O:10])(=[O:11])[N:12]([c:13]2[cH:14][c:15]3[c:19]([cH:20][cH:21]2)[N:18]([C:22]([NH:23][c:24]2[cH:25][cH:26][cH:27][cH:28][cH:29]2)=[O:30])[CH2:17][CH2:16]3)[CH2:31][C:32](=[O:33])[OH:34])[cH:5][c:6]([Cl:8])[cH:7]1.